This data is from the Open Reaction Database (ORD), a public repository of structured organic reaction records. The task is: describe an organic reaction: reactants, conditions, products, and yield Starting materials: C(CCC)C=1C=CC(=NC1)C(=O)O (5-n-butyl picolinic acid), FC=1C=C(C=CC1C#N)O (3-fluoro-4-cyanophenol), C1(CCCCC1)N=C=NC1CCCCC1 (dicyclohexylcarbodimide). Run in C(Cl)Cl (methylene chloride), C(Cl)Cl (methylene chloride). Reaction conditions: time 3 hour. Yields the product C(CCC)C=1C=CC(=NC1)C(=O)OC1=CC(=C(C=C1)C#N)F (3-fluoro-4cyanophenyl 5-n-butylpicolinate). Yield: 10.0%. As a reaction SMILES: [CH2:1]([C:5]1[CH:6]=[CH:7][C:8]([C:11]([OH:13])=[O:12])=[N:9][CH:10]=1)[CH2:2][CH2:3][CH3:4].[F:14][C:15]1[CH:16]=[C:17](O)[CH:18]=[CH:19][C:20]=1[C:21]#[N:22].C1(N=C=NC2CCCCC2)CCCCC1>C(Cl)Cl>[CH2:1]([C:5]1[CH:6]=[CH:7][C:8]([C:11]([O:13][C:17]2[CH:18]=[CH:19][C:20]([C:21]#[N:22])=[C:15]([F:14])[CH:16]=2)=[O:12])=[N:9][CH:10]=1)[CH2:2][CH2:3][CH3:4]. Procedure details: 5-n-butyl picolinic acid (1.8 g) and 3-fluoro-4-cyanophenol (1.4 g) were dissolved in methylene chloride (30 ml). While the resulting solution was kept at 0° C. or lower, a solution (20 ml) of dicyclohexylcarbodimide (2.1 g) in methylene chloride was dropped to the above solution, followed by further agitating for 3 hours, filtering off the resulting solids, adding 2N-NaOH aqueous solution to the filtrate, separating the methylene chloride layer, washing it with water till the washing water beca... The reactants are O=C([O-])[O-], COc1ccc(B(O)O)cc1, CCO, COCCOC, CC(C)n1nc(I)c2c(N)ncnc21, [Na+], [Na+], c1ccc(P(c2ccccc2)(c2ccccc2)[Pd](P(c2ccccc2)(c2ccccc2)c2ccccc2)(P(c2ccccc2)(c2ccccc2)c2ccccc2)P(c2ccccc2)(c2ccccc2)c2ccccc2)cc1. Product: COc1ccc(-c2nn(C(C)C)c3ncnc(N)c23)cc1. Reaction SMILES: [C:26](=[O:27])([O-:28])[O-:29].[CH3:1][O:2][c:3]1[cH:4][cH:5][c:6]([B:9]([OH:10])[OH:11])[cH:7][cH:8]1.[CH3:32][CH2:33][OH:34].[CH3:35][O:36][CH2:37][CH2:38][O:39][CH3:40].[I:12][c:13]1[n:14][n:15]([CH:23]([CH3:24])[CH3:25])[c:16]2[n:17][cH:18][n:19][c:20]([NH2:22])[c:21]12.[Na+:30].[Na+:31].[cH:41]1[cH:42][cH:43][c:44]([P:45]([Pd:46]([P:47]([c:48]2[cH:49][cH:50][cH:51][cH:52][cH:53]2)([c:54]2[cH:55][cH:56][cH:57][cH:58][cH:59]2)[c:60]2[cH:61][cH:62][cH:63][cH:64][cH:65]2)([P:66]([c:67]2[cH:68][cH:69][cH:70][cH:71][cH:72]2)([c:73]2[cH:74][cH:75][cH:76][cH:77][cH:78]2)[c:79]2[cH:80][cH:81][cH:82][cH:83][cH:84]2)[P:85]([c:86]2[cH:87][cH:88][cH:89][cH:90][cH:91]2)([c:92]2[cH:93][cH:94][cH:95][cH:96][cH:97]2)[c:98]2[cH:99][cH:100][cH:101][cH:102][cH:103]2)([c:104]2[cH:105][cH:106][cH:107][cH:108][cH:109]2)[c:110]2[cH:111][cH:112][cH:113][cH:114][cH:115]2)[cH:116][cH:117]1>>[CH3:1][O:2][c:3]1[cH:4][cH:5][c:6](-[c:13]2[n:14][n:15]([CH:23]([CH3:24])[CH3:25])[c:16]3[n:17][cH:18][n:19][c:20]([NH2:22])[c:21]23)[cH:7][cH:8]1. The reactants are [OH-].[Na+] (sodium hydroxide), [N+](=O)([O-])C1=C(C=CC(=C1)C(F)(F)F)SC[C@H](N)C(=O)O (S-(2-nitro-4-trifluoromethylphenyl)-L-cysteine), C(C1=CC=CC=C1)OC(=O)Cl (benzyloxycarbonyl chloride), [OH-].[Na+] (sodium hydroxide). Conditions: time 30 minute. Yields the product [N+](=O)([O-])C1=C(C=CC(=C1)C(F)(F)F)SC[C@H](NC(=O)OCC1=CC=CC=C1)C(=O)O (S-(2-nitro-4-trifluoromethylphenyl)-N-benzyloxycarbonyl-L-cysteine). Reaction SMILES: [OH-].[Na+].[N+:3]([C:6]1[CH:11]=[C:10]([C:12]([F:15])([F:14])[F:13])[CH:9]=[CH:8][C:7]=1[S:16][CH2:17][C@@H:18]([C:20]([OH:22])=[O:21])[NH2:19])([O-:5])=[O:4].[CH2:23]([O:30][C:31](Cl)=[O:32])[C:24]1[CH:29]=[CH:28][CH:27]=[CH:26][CH:25]=1>>[N+:3]([C:6]1[CH:11]=[C:10]([C:12]([F:13])([F:14])[F:15])[CH:9]=[CH:8][C:7]=1[S:16][CH2:17][C@@H:18]([C:20]([OH:22])=[O:21])[NH:19][C:31]([O:30][CH2:23][C:24]1[CH:29]=[CH:28][CH:27]=[CH:26][CH:25]=1)=[O:32])([O-:5])=[O:4] |f:0.1|. Procedure details: A mixture of 67 ml of 2.5N aqueous sodium hydroxide and 5.3 g of S-(2-nitro-4-trifluoromethylphenyl)-L-cysteine obtained in Reference Example 10 is stirred at room temperature for 30 minutes. Two point seven ml of benzyloxycarbonyl chloride and 19 ml of 1N aqueous sodium hydroxide are simultaneously added dropwise to the mixture at ice bath temperature over a period of 30 minutes. The resulting mixture is stirred at room temperature for further 2.5 hours and extracted with ethyl ether. The aqueo... Procedure: 22.61 g (55.0 mmol) of 4-bromophenyl tert.-butyldiphenylsilyl ether in 40 ml of benzene and 35 ml (55.0 mmol) of a 1.6-molar n-butyllithium solution in hexane are stirred overnight at room temperature under argon and then slowly added dropwise to 4.50 ml (50.0 mmol) of 2,6-difluoropyridine in 40 ml of tetrahydrofuran at 0° C. under argon. After a reaction time of 3 hours at 0° C., sodium chloride solution is added, the resulting mixture is taken up in ether, the organic phase is washed with sodi... The reactants are FC1=NC(=CC=C1)F (2,6-difluoropyridine), C(C)(C)(C)[Si](C1=CC=CC=C1)(C1=CC=CC=C1)OC1=CC=C(C=C1)Br (4-bromophenyl tert.-butyldiphenylsilyl ether), C(CCC)[Li] (n-butyllithium), C1=CC=CC=C1 (benzene), [Cl-].[Na+] (sodium chloride). The product is C(C)(C)(C)C1=CC(=C(C=C1)C1=CC=CC(=N1)F)O[SiH](C1=CC=CC=C1)C1=CC=CC=C1 (6-(4-tert.-butyldiphenylsilyloxyphenyl)-2-fluoropyridine). Run in O1CCCC1 (tetrahydrofuran), CCOCC (ether), CCCCCC (hexane). Reaction SMILES: C([Si:5]([O:18][C:19]1[CH:24]=[CH:23][C:22](Br)=[CH:21][CH:20]=1)([C:12]1[CH:17]=[CH:16][CH:15]=[CH:14][CH:13]=1)[C:6]1[CH:11]=[CH:10][CH:9]=[CH:8][CH:7]=1)(C)(C)C.C([Li])[CH2:27][CH2:28][CH3:29].F[C:32]1[CH:37]=[CH:36][CH:35]=[C:34]([F:38])[N:33]=1.[Cl-].[Na+].[CH:41]1C=CC=CC=1>CCCCCC.O1CCCC1.CCOCC>[C:28]([C:23]1[CH:22]=[CH:21][C:20]([C:32]2[N:33]=[C:34]([F:38])[CH:35]=[CH:36][CH:37]=2)=[C:19]([O:18][SiH:5]([C:6]2[CH:11]=[CH:10][CH:9]=[CH:8][CH:7]=2)[C:12]2[CH:13]=[CH:14][CH:15]=[CH:16][CH:17]=2)[CH:24]=1)([CH3:27])([CH3:29])[CH3:41] |f:3.4|. Reactants: [Al+3], CCCSCCC, CCOCC, ClCCl, CCCCCC, [Cl-], [Cl-], [Cl-], CCCc1cc(OC)ccc1OCCCNc1cnn(CC)c(=O)c1Cl. The product is CCCc1cc(O)ccc1OCCCNc1cnn(CC)c(=O)c1Cl. As a reaction SMILES: [Al+3:28].[CH2:31]([S:32][CH2:33][CH2:34][CH3:35])[CH2:36][CH3:37].[CH2:44]([O:45][CH2:46][CH3:47])[CH3:48].[CH2:49]([Cl:50])[Cl:51].[CH3:38][CH2:39][CH2:40][CH2:41][CH2:42][CH3:43].[Cl-:27].[Cl-:29].[Cl-:30].[Cl:1][c:2]1[c:3](=[O:26])[n:4]([CH2:24][CH3:25])[n:5][cH:6][c:7]1[NH:8][CH2:9][CH2:10][CH2:11][O:12][c:13]1[c:14]([CH2:21][CH2:22][CH3:23])[cH:15][c:16]([O:19][CH3:20])[cH:17][cH:18]1>>[Cl:1][c:2]1[c:3](=[O:26])[n:4]([CH2:24][CH3:25])[n:5][cH:6][c:7]1[NH:8][CH2:9][CH2:10][CH2:11][O:12][c:13]1[c:14]([CH2:21][CH2:22][CH3:23])[cH:15][c:16]([OH:19])[cH:17][cH:18]1. Starting materials: C1(=CC=CC=C1)N=C=O (Phenyl isocyanate), COC=1C(=NC(=NC1)C1=CC=C(C=C1)O)N1CCOCC1 (4-(5-methoxy-4-morpholin-4-yl-pyrimidin-2-yl)-phenol). Run in O1CCOCC1 (dioxane). Conditions: temperature 80 celsius. The product is COC=1C(=NC(=NC1)C1=CC=C(C=C1)OC(NC1=CC=CC=C1)=O)N1CCOCC1 (Phenyl-carbamic acid 4-(5-methoxy-4-morpholin-4-yl-pyrimidin-2-yl)-phenyl ester). Isolated yield 24.0%. As a reaction SMILES: [C:1]1([N:7]=[C:8]=[O:9])[CH:6]=[CH:5][CH:4]=[CH:3][CH:2]=1.[CH3:10][O:11][C:12]1[C:13]([N:25]2[CH2:30][CH2:29][O:28][CH2:27][CH2:26]2)=[N:14][C:15]([C:18]2[CH:23]=[CH:22][C:21]([OH:24])=[CH:20][CH:19]=2)=[N:16][CH:17]=1>O1CCOCC1>[CH3:10][O:11][C:12]1[C:13]([N:25]2[CH2:30][CH2:29][O:28][CH2:27][CH2:26]2)=[N:14][C:15]([C:18]2[CH:23]=[CH:22][C:21]([O:24][C:8](=[O:9])[NH:7][C:1]3[CH:6]=[CH:5][CH:4]=[CH:3][CH:2]=3)=[CH:20][CH:19]=2)=[N:16][CH:17]=1. Reported procedure: Phenyl isocyanate (0.03 ml, 2.0 eq) was added to a solution of 4-(5-methoxy-4-morpholin-4-yl-pyrimidin-2-yl)-phenol (0.05 g, 1.0 eq) in dioxane (6 ml) and heated at 80° C. for 20 hrs. The solvent was removed in vacuo, and the residue was extracted with EA and water. The combined organic layers were washed with brine, dried and evaporated in vacuo. The crude was purified by chromatography to give a white solid (0.07 g, 24.03%).